This data is from the Open Reaction Database (ORD), a public repository of structured organic reaction records. The task is: describe an organic reaction: reactants, conditions, products, and yield The reactants are C(C)C(C(=O)OCC)CC (ethyl 2-ethylbutyrate), C(C)(C)[N-]C(C)C.[Li+] (lithium diisopropylamide), C(C)(C)NC(C)C (diisopropylamine), C(CCC)[Li] (butyllithium), hexanes, BrCC#N (bromoacetonitrile). Solvent: C1CCOC1 (THF), C1CCOC1 (THF), C1CCOC1 (THF). Run at temperature -78 celsius, time 1 hour. Yields the product C(C)C1(C(NCC1)=O)CC (3,3-diethyl-2-pyrrolidinone). As a reaction SMILES: [CH2:1]([CH:3]([CH2:9][CH3:10])[C:4]([O:6]CC)=O)[CH3:2].[CH:11]([N-]C(C)C)(C)[CH3:12].[Li+].C([NH:22]C(C)C)(C)C.C([Li])CCC.BrCC#N>C1COCC1>[CH2:11]([C:3]1([CH2:1][CH3:2])[CH2:9][CH2:10][NH:22][C:4]1=[O:6])[CH3:12] |f:1.2|. Procedure details: A solution of ethyl 2-ethylbutyrate (21.60 g, 150 mmol) in THF (25 mL) was added dropwise to a solution of lithium diisopropylamide prepared by treating diisopropylamine (16.67 g, 165 mmol) in dry THF (150 mL) with butyllithium in hexanes (2.5M, 66 mL, 165 mmol) at −78° C. for 1 h in a nitrogen atmosphere. The resulting mixture was stirred at −78° C. for 1 h, then a solution of bromoacetonitrile (21.60 g, 180 mmol) in THF (50 mL) was introduced slowly over a period of 30 minutes (the reaction mi... Reported procedure: Sulfonylation of 1-(4-fluoro-2-(methylsulfonyl)phenyl)piperazine (316.6 mg, 1.23 mmol) with naphthalene-2-sulfonyl chloride (278 mg, 1.54 mmol) was carried out according to a similar procedure described for example 3A using anhydrous dichloromethane (5 mL) as solvent and diisopropylethylamine (0.256 mL, 1.47 mmol) as base. 1-[4-fluoro-2-(methylsulfonyl)phenyl]-4-(2-naphthylsulfonyl)piperazine was obtained in 61.8% yield (340 mg) as white solid. As a reaction SMILES: [F:1][C:2]1[CH:7]=[CH:6][C:5]([N:8]2[CH2:13][CH2:12][NH:11][CH2:10][CH2:9]2)=[C:4]([S:14]([CH3:17])(=[O:16])=[O:15])[CH:3]=1.[CH:18]1[C:27]2[C:22](=[CH:23][CH:24]=[CH:25][CH:26]=2)[CH:21]=[CH:20][C:19]=1[S:28](Cl)(=[O:30])=[O:29].C(N(C(C)C)CC)(C)C>ClCCl>[F:1][C:2]1[CH:7]=[CH:6][C:5]([N:8]2[CH2:9][CH2:10][N:11]([S:28]([C:19]3[CH:20]=[CH:21][C:22]4[C:27](=[CH:26][CH:25]=[CH:24][CH:23]=4)[CH:18]=3)(=[O:30])=[O:29])[CH2:12][CH2:13]2)=[C:4]([S:14]([CH3:17])(=[O:16])=[O:15])[CH:3]=1. The yield is 61.8%. Solvent: ClCCl (dichloromethane). Reactants: FC1=CC(=C(C=C1)N1CCNCC1)S(=O)(=O)C (1-(4-fluoro-2-(methylsulfonyl)phenyl)piperazine), C1=C(C=CC2=CC=CC=C12)S(=O)(=O)Cl (naphthalene-2-sulfonyl chloride), C(C)(C)N(CC)C(C)C (diisopropylethylamine). Product: FC1=CC(=C(C=C1)N1CCN(CC1)S(=O)(=O)C1=CC2=CC=CC=C2C=C1)S(=O)(=O)C (1-[4-fluoro-2-(methylsulfonyl)phenyl]-4-(2-naphthylsulfonyl)piperazine). The reactants are C(CC1=CC=CC=C1)N (phenethylamine), ClC=1C2=C(N=C(N1)C1=NC=CC=C1)SC=C2C (4-chloro-2-(pyridin-2-yl)-5-methyl-thieno-[2,3-d]-pyrimidine). The product is N1=C(C=CC=C1)C=1N=C(C2=C(N1)SC=C2C)NCCC2=CC=CC=C2 (2-(pyridin-2-yl)-4-phenethylamino-5-methyl-thieno-[2,3-d]-pyrimidine). RXN SMILES: [CH2:1]([NH2:9])[CH2:2][C:3]1[CH:8]=[CH:7][CH:6]=[CH:5][CH:4]=1.Cl[C:11]1[C:12]2[C:25]([CH3:26])=[CH:24][S:23][C:13]=2[N:14]=[C:15]([C:17]2[CH:22]=[CH:21][CH:20]=[CH:19][N:18]=2)[N:16]=1>>[N:18]1[CH:19]=[CH:20][CH:21]=[CH:22][C:17]=1[C:15]1[N:16]=[C:11]([NH:9][CH2:1][CH2:2][C:3]2[CH:8]=[CH:7][CH:6]=[CH:5][CH:4]=2)[C:12]2[C:25]([CH3:26])=[CH:24][S:23][C:13]=2[N:14]=1. Procedure details: With the procedure of Example 1, the reaction of phenethylamine with 4-chloro-2-(pyridin-2-yl)-5-methyl-thieno-[2,3-d]-pyrimidine yields 2-(pyridin-2-yl)-4-phenethylamino-5-methyl-thieno-[2,3-d]-pyrimidine. Starting materials: C(C)OC(CC(=O)OCC)=O (malonic acid diethyl ester), C[O-].[Na+] (sodium methylate), C[O-].[Na+] (sodium methylate), COC(\C=C(/CCl)\OCC)=O (4-chloro-3-ethoxy-2E-butenoic acid methyl ester). The solvent is CN(C)C=O (N,N'-dimethylformamide). Run at temperature 20 celsius, time 2 hour. The product is COC(\C=C(/CC(C(=O)OCC)C(=O)OCC)\OC)=O (5,5-bis-(ethoxycarbonyl)-3-methoxy-2E-pentenoic acid methyl ester). RXN SMILES: [CH2:1]([O:3][C:4](=[O:11])[CH2:5][C:6]([O:8][CH2:9][CH3:10])=[O:7])[CH3:2].C[O-].[Na+].[CH3:15][O:16][C:17](=[O:25])/[CH:18]=[C:19](/[O:22][CH2:23]C)\[CH2:20]Cl>CN(C=O)C>[CH3:15][O:16][C:17](=[O:25])/[CH:18]=[C:19](/[O:22][CH3:23])\[CH2:20][CH:5]([C:6]([O:8][CH2:9][CH3:10])=[O:7])[C:4]([O:3][CH2:1][CH3:2])=[O:11] |f:1.2|. Procedure: 83.9 g (0.5 mol) of malonic acid diethyl ester was placed in 250 ml of N,N'-dimethylformamide. 27.8 g (0.5 mol) of sodium methylate was added at 20° C., 10 minutes later 48 g (0.25 mol) of 4-chloro-3-ethoxy-2E-butenoic acid methyl ester was added within 5 minutes. It was stirred for 2 hours at 20° C. Then 10.8 g (0.2 mol) of sodium methylate was added once more. After stirring for 15 hours at 20° C., the solvent was distilled off. After working up according to Example (a), 63.75 g (79 percent) o... Reactants: FC1=CC=C(C(=O)N2CC2)C=C1 (1-(4-fluorobenzoyl)aziridine), N1CCC(CC1)NC=1OC2=C(N1)C=CC=C2 (N-(4-piperidinyl)-2-benzoxazolamine). Solvent: CC1=CC=CC=C1 (methylbenzene). Product: O1C(=NC2=C1C=CC=C2)NC2CCN(CC2)CCNC(C2=CC=C(C=C2)F)=O (N-[2-[4-[(2-benzoxazolyl)-amino]-1-piperidinyl]ethyl]-4-fluorobenzamide). Isolated yield 34.0%. RXN SMILES: [F:1][C:2]1[CH:12]=[CH:11][C:5]([C:6]([N:8]2[CH2:10][CH2:9]2)=[O:7])=[CH:4][CH:3]=1.[NH:13]1[CH2:18][CH2:17][CH:16]([NH:19][C:20]2[O:21][C:22]3[CH:28]=[CH:27][CH:26]=[CH:25][C:23]=3[N:24]=2)[CH2:15][CH2:14]1>CC1C=CC=CC=1>[O:21]1[C:22]2[CH:28]=[CH:27][CH:26]=[CH:25][C:23]=2[N:24]=[C:20]1[NH:19][CH:16]1[CH2:17][CH2:18][N:13]([CH2:9][CH2:10][NH:8][C:6](=[O:7])[C:5]2[CH:4]=[CH:3][C:2]([F:1])=[CH:12][CH:11]=2)[CH2:14][CH2:15]1. Procedure: A mixture of 1.65 parts of 1-(4-fluorobenzoyl)aziridine (solution in benzene 1.2M), 2.1 parts of N-(4-piperidinyl)-2-benzoxazolamine and 90 parts of methylbenzene was stirred and refluxed overnight. The reaction mixture was evaporated and the residue was crystallized from 2-propanol. The product was filtered off and recrystallized from 2-propanone, yielding 1.3 parts (34%) of N-[2-[4-[(2-benzoxazolyl)-amino]-1-piperidinyl]ethyl]-4-fluorobenzamide; mp. 173.3° C. (448). The reactants are C(C)(C)(C)OC(=O)[C@@H]1N(CCC1)C(CCN(CC1=CC(=C(C=C1)OC)OC)CCC(=O)N1[C@H](CCC1)C(=O)OC(C)(C)C)=O ((R)-1-[3-[[3-[(R)-2-tert-butoxycarbonyl-pyrrolidin-1-yl]-3oxo-propyl]-(3,4dimethoxy-benzyl)-amino]-propionyl]-pyrrolidine-2-carboxylic acid tert-butyl ester), FC(C(=O)O)(F)F (trifluoroacetic acid). Run in CCOCC (ether), ClCCl (dichloromethane). Conditions: time 16 hour. The product is FC(C(=O)O)(F)F.COC=1C=C(CN(CCC(=O)N2[C@H](CCC2)C(=O)O)CCC(=O)N2[C@H](CCC2)C(=O)O)C=CC1OC ((R)-1-[3[(3,4-Dimethoxy-benzyl)-[3-[(R)-2-carboxy-pyrrolidin-1-yl]-3-oxo-propyl]-amino]-propionyl]-pyrrolidine-2-carboxylic acid trifluoroacetate). The yield is 87.0%. RXN SMILES: C([O:5][C:6]([C@H:8]1[CH2:12][CH2:11][CH2:10][N:9]1[C:13](=[O:44])[CH2:14][CH2:15][N:16]([CH2:28][CH2:29][C:30]([N:32]1[CH2:36][CH2:35][CH2:34][C@@H:33]1[C:37]([O:39]C(C)(C)C)=[O:38])=[O:31])[CH2:17][C:18]1[CH:23]=[CH:22][C:21]([O:24][CH3:25])=[C:20]([O:26][CH3:27])[CH:19]=1)=[O:7])(C)(C)C.[F:45][C:46]([F:51])([F:50])[C:47]([OH:49])=[O:48]>ClCCl.CCOCC>[F:45][C:46]([F:51])([F:50])[C:47]([OH:49])=[O:48].[CH3:27][O:26][C:20]1[CH:19]=[C:18]([CH:23]=[CH:22][C:21]=1[O:24][CH3:25])[CH2:17][N:16]([CH2:15][CH2:14][C:13]([N:9]1[CH2:10][CH2:11][CH2:12][C@@H:8]1[C:6]([OH:7])=[O:5])=[O:44])[CH2:28][CH2:29][C:30]([N:32]1[CH2:36][CH2:35][CH2:34][C@@H:33]1[C:37]([OH:39])=[O:38])=[O:31] |f:4.5|. Procedure details: To a stirred solution of 150 mg (0.24 mmol) (R)-1-[3-[[3-[(R)-2-tert-butoxycarbonyl-pyrrolidin-1-yl]-3oxo-propyl]-(3,4dimethoxy-benzyl)-amino]-propionyl]-pyrrolidine-2-carboxylic acid tert-butyl ester in 5 ml dichloromethane at 0° C. was added dropwise 1.0 ml trifluoroacetic acid and stirring continued for 16 h at room temperature. Concentration in vacuo and azeotroping three times with chloroform on a rotary evaporator afforded, after trituration in ether, 130 mg (87%) of the title compound as ... The reactants are CCCBr, O=C([O-])[O-], CCOCC, [I-], [K+], [K+], [K+], CN(C)C=O, COc1ccc(C=O)cc1O. The product is CCCOc1cc(C=O)ccc1OC. Reaction SMILES: [Br:20][CH2:21][CH2:22][CH3:23].[C:12](=[O:13])([O-:14])[O-:15].[CH3:29][CH2:30][O:31][CH2:32][CH3:33].[I-:19].[K+:16].[K+:17].[K+:18].[O:24]=[CH:25][N:26]([CH3:27])[CH3:28].[OH:1][c:2]1[cH:3][c:4]([CH:5]=[O:6])[cH:7][cH:8][c:9]1[O:10][CH3:11]>>[O:1]([c:2]1[cH:3][c:4]([CH:5]=[O:6])[cH:7][cH:8][c:9]1[O:10][CH3:11])[CH2:21][CH2:22][CH3:23].